Dataset: the Open Reaction Database (ORD), a public repository of structured organic reaction records. Task: describe an organic reaction: reactants, conditions, products, and yield Reactants: COC1=CC=C(C(C2=CC=C(C=C2)OC)N2C(=NC3=CC=C(C=C3C2=O)[N+](=O)[O-])CCC)C=C1 (3-(4,4'-Dimethoxybenzhydryl)-2-Propyl-6-Nitroquinazolin-4 (3 H)-One). The reagents and catalysts are [Pd] (Pd/C). Run in CCOC(=O)C (EtOAc). Product: NC=1C=C2C(N(C(=NC2=CC1)CCC)C(C1=CC=C(C=C1)OC)C1=CC=C(C=C1)OC)=O (6-Amino-3-(4,4'-Dimethoxybenzhydryl)-2-Propyl-Quinazolin-4(3H)-One). Isolated yield 69.8%. RXN SMILES: [CH3:1][O:2][C:3]1[CH:34]=[CH:33][C:6]([CH:7]([N:16]2[C:25](=[O:26])[C:24]3[C:19](=[CH:20][CH:21]=[C:22]([N+:27]([O-])=O)[CH:23]=3)[N:18]=[C:17]2[CH2:30][CH2:31][CH3:32])[C:8]2[CH:13]=[CH:12][C:11]([O:14][CH3:15])=[CH:10][CH:9]=2)=[CH:5][CH:4]=1>CCOC(C)=O.[Pd]>[NH2:27][C:22]1[CH:23]=[C:24]2[C:19](=[CH:20][CH:21]=1)[N:18]=[C:17]([CH2:30][CH2:31][CH3:32])[N:16]([CH:7]([C:6]1[CH:5]=[CH:4][C:3]([O:2][CH3:1])=[CH:34][CH:33]=1)[C:8]1[CH:13]=[CH:12][C:11]([O:14][CH3:15])=[CH:10][CH:9]=1)[C:25]2=[O:26]. Procedure: A solution of 12.1 g (26.0 mmol) of the product of Step B dissolved in 250 mL of EtOAc was hydrogenated under atmospheric pressure over three days in the presence of three portions of 1.2 g of 10% Pd/C added daily. The mixture was filtered through celite and concentrated in vacuo to give an oil. The product was purified by flash chromatography over silica gel eluted with 50% EtOAc/hexanes to give 7.8 g (72%) of the amine. Starting materials: ClC1=NC=NC(=C1)CC(C)(C)C (4-Chloro-6-neopentylpyrimidine), C(CCC)[Sn](C(=C)OCC)(CCCC)CCCC (tributyl(1-ethoxyvinyl)tin), bis(4-(di-tert-butylphosphino)-N,N-dimethylaniline)dichloropalladium (II), O (water), CCOC(=O)C (EtOAc). The solvent is CN(C)C=O (DMF). Conditions: temperature 80 celsius, time 24 hour. The product is C(C)OC(=C)C1=NC=NC(=C1)CC(C)(C)C (4-(1-ethoxyvinyl)-6-neopentylpyrimidine). The yield is 62.4%. RXN SMILES: Cl[C:2]1[CH:7]=[C:6]([CH2:8][C:9]([CH3:12])([CH3:11])[CH3:10])[N:5]=[CH:4][N:3]=1.C([Sn](CCCC)(CCCC)[C:18]([O:20][CH2:21][CH3:22])=[CH2:19])CCC.O.CCOC(C)=O>CN(C=O)C>[CH2:21]([O:20][C:18]([C:2]1[CH:7]=[C:6]([CH2:8][C:9]([CH3:12])([CH3:11])[CH3:10])[N:5]=[CH:4][N:3]=1)=[CH2:19])[CH3:22]. Procedure details: (Acetylacetonato) iron(III) (0.18 g, 0.52 mmol) and 4,6-dichloropyrimidine (1.55 g, 10.4 mmol) were dissolved in a mixture of THF (10 mL) and N-methylpyrrolidinone (1 mL) and placed in an ice bath. 2,2-Dimethylpropylmagnesium chloride, 1.0M solution in diethyl ether (11.44 mL, 11.44 mmol) was added slowly over 5 min. After 15 min saturated ammonium chloride was added to quench and the mixture was extracted with EtOAc (100 mL). The organic was washed with water (2×100 mL) then dried with magnesiu...